From a dataset of the Open Reaction Database (ORD), a public repository of structured organic reaction records. describe an organic reaction: reactants, conditions, products, and yield Starting materials: N([C@@H](CC1=CN(C2=CC=CC=C12)NCC1=CC=CC=C1)C(=O)O)C(=O)OC(C)(C)C (Boc-Trp(NHBn)), Cl (hydrochloric acid). Solvent: O1CCOCC1 (dioxane). Conditions: time 30 minute. Product: N[C@@H](CC1=CN(C2=CC=CC=C12)NCC1=CC=CC=C1)C(=O)O.Cl (Trp(NHBn)·hydrochloride). As a reaction SMILES: [NH:1](C(OC(C)(C)C)=O)[C@H:2]([C:21]([OH:23])=[O:22])[CH2:3][C:4]1[C:12]2[C:7](=[CH:8][CH:9]=[CH:10][CH:11]=2)[N:6]([NH:13][CH2:14][C:15]2[CH:20]=[CH:19][CH:18]=[CH:17][CH:16]=2)[CH:5]=1.[ClH:31]>O1CCOCC1>[NH2:1][C@H:2]([C:21]([OH:23])=[O:22])[CH2:3][C:4]1[C:12]2[C:7](=[CH:8][CH:9]=[CH:10][CH:11]=2)[N:6]([NH:13][CH2:14][C:15]2[CH:20]=[CH:19][CH:18]=[CH:17][CH:16]=2)[CH:5]=1.[ClH:31] |f:3.4|. Procedure: Dissolve Boc-Trp(NHBn) (1.97 g, 5 mmol) in a solution of 4N hydrochloric acid in dioxane (10 mL). Stir at room temperature for 30 minutes and evaporate the solvent in vacuo to give Trp(NHBn)·hydrochloride. Reactants: N1C=C(C2=CC=CC=C12)C=C1C(N(/C(/N1C)=N/[H])C)=O ((E)-5-(indol-3-ylmethylene)-1,3-dimethyl-2-imino-4-imidazolidinone), CI (methyl iodide). The solvent is CO (methanol). The product is N1C=C(C2=CC=CC=C12)C=C1C(N(/C(/N1C)=N/C)C)=O ((E)-5-(indol-3-ylmethylene)-1,3-dimethyl-2-methylimino-4-imidazolidinone). Isolated yield 20.3%. RXN SMILES: [NH:1]1[C:9]2[C:4](=[CH:5][CH:6]=[CH:7][CH:8]=2)[C:3]([CH:10]=[C:11]2[N:15]([CH3:16])/[C:14](=[N:17]\[H])/[N:13]([CH3:19])[C:12]2=[O:20])=[CH:2]1.[CH3:21]I>CO>[NH:1]1[C:9]2[C:4](=[CH:5][CH:6]=[CH:7][CH:8]=2)[C:3]([CH:10]=[C:11]2[N:15]([CH3:16])/[C:14](=[N:17]\[CH3:21])/[N:13]([CH3:19])[C:12]2=[O:20])=[CH:2]1. Procedure details: 500 mg of (E)-5-(indol-3-ylmethylene)-1,3-dimethyl-2-imino-4-imidazolidinone are refluxed in methanol for 24 hours with 425 mg of methyl iodide. The product is chromatographed on silica gel and alumina. There are obtained 107 mg of (E)-5-(indol-3-ylmethylene)-1,3-dimethyl-2-methylimino-4-imidazolidinone. Starting materials: BrCC=1C=CN2N=CN=C(C21)Cl (5-bromomethyl-4-chloro-pyrrolo[2,1-f][1,2,4]triazine), C(=O)(O)[O-].[Na+] (NaHCO3), FC=1C=C(CN2N=CC3=CC(=CC=C23)N)C=CC1 (1-(3-flurobenzyl)-1H-indazol-5-ylamine), C(=O)(O)[O-].[Na+] (NaHCO3), [O-]S(=O)(=O)[O-].[Na+].[Na+] (Na2SO4). Solvent: C(C)#N (acetonitrile), O (water). Reaction conditions: time 3 day. Product: FC=1C=C(CN2N=CC3=CC(=CC=C23)NC2=NC=NN3C2=C(C=C3)CO)C=CC1 ({4-[1-(3-Fluoro-benzyl)-1H-indazol-5-ylamino]-pyrrolo[2,1-f][1,2,4]triazin-5-yl}-methanol). The yield is 65.0%. RXN SMILES: Br[CH2:2][C:3]1[CH:4]=[CH:5][N:6]2[C:11]=1[C:10](Cl)=[N:9][CH:8]=[N:7]2.C([O-])(O)=O.[Na+].[O-:18]S([O-])(=O)=O.[Na+].[Na+].[F:25][C:26]1[CH:27]=[C:28]([CH:40]=[CH:41][CH:42]=1)[CH2:29][N:30]1[C:38]2[C:33](=[CH:34][C:35]([NH2:39])=[CH:36][CH:37]=2)[CH:32]=[N:31]1>C(#N)C.O>[F:25][C:26]1[CH:27]=[C:28]([CH:40]=[CH:41][CH:42]=1)[CH2:29][N:30]1[C:38]2[C:33](=[CH:34][C:35]([NH:39][C:10]3[C:11]4=[C:3]([CH2:2][OH:18])[CH:4]=[CH:5][N:6]4[N:7]=[CH:8][N:9]=3)=[CH:36][CH:37]=2)[CH:32]=[N:31]1 |f:1.2,3.4.5|. Procedure: A mixture of crude 5-bromomethyl-4-chloro-pyrrolo[2,1-f][1,2,4]triazine (3.69 gm, 0.015 moles and NaHCO3 (2.51 gm, 2 equiv) in a mixture of acetonitrile (50 mL) and water (5 mL) was stirred under a N2 atmosphere for 3 days. This was treated with Na2SO4 and then with 1-(3-flurobenzyl)-1H-indazol-5-ylamine (3.24 gm, 0.90 equiv) and NaHCO3 (1 gm) and left stirring for 18 hr at RT. The reaction was filtered and the filter cake was washed with DCM (100 mL). The filtrate was concentrated and silica ge...